This data is from the Open Reaction Database (ORD), a public repository of structured organic reaction records. The task is: describe an organic reaction: reactants, conditions, products, and yield The reactants are CN1C=NC=C1CO ((1-methyl-1H-imidazol-5-yl)methanol), ClN1C(CCC1=O)=O (1-chloropyrrolidine-2,5-dione). Run in O1CCOCC1 (dioxane). Run at time 8 hour. Product: ClC=1N=CN(C1CO)C ((4-chloro-1-methyl-1H-imidazol-5-yl)methanol). RXN SMILES: [CH3:1][N:2]1[C:6]([CH2:7][OH:8])=[CH:5][N:4]=[CH:3]1.[Cl:9]N1C(=O)CCC1=O>O1CCOCC1>[Cl:9][C:5]1[N:4]=[CH:3][N:2]([CH3:1])[C:6]=1[CH2:7][OH:8]. Procedure details: To the solution of (1-methyl-1H-imidazol-5-yl)methanol (1.14 g, 10 mmol) in dioxane (50 mL), in a 250 mL round bottom flask, was added 1-chloropyrrolidine-2,5-dione (1.38 g, 10 mmol). The resulting mixture was stirred at room temperature overnight. Dioxane was removed under vacuum to provide (4-chloro-1-methyl-1H-imidazol-5-yl)methanol. The crude (4-chloro-1-methyl-1H-imidazol-5-yl)methanol was dissolved in 40 mL of chloroform, followed by addition of tribromophosphane (1.9 mL, 20 mmol). The res... Starting materials: CC1C(=NNC(C1)=O)C1=CC=C(C=C1)C1=NNC(CC1C)=O (1,4-bis(4-methyl-6-oxo-1,4,5,6-tetrahydropyridazin-3-yl)benzene), [N+](=O)([O-])C=1C=C(C=CC1)S(=O)(=O)[O-].[Na+] (sodium m-nitrobenzenesulphonate), [OH-].[Na+] (sodium hydroxide). Run in O (water). Run at time 1 hour. Product: CC=1C(=NNC(C1)=O)C1=CC=C(C=C1)C1=NNC(C=C1C)=O (1,4-bis(4-methyl-6-oxo-1,6-dihydropyridazin-3-yl)benzene). Isolated yield 73.3%. As a reaction SMILES: [CH3:1][CH:2]1[CH2:7][C:6](=[O:8])[NH:5][N:4]=[C:3]1[C:9]1[CH:14]=[CH:13][C:12]([C:15]2[CH:20]([CH3:21])[CH2:19][C:18](=[O:22])[NH:17][N:16]=2)=[CH:11][CH:10]=1.[N+](C1C=C(S([O-])(=O)=O)C=CC=1)([O-])=O.[Na+].[OH-].[Na+]>O>[CH3:21][C:20]1[C:15]([C:12]2[CH:11]=[CH:10][C:9]([C:3]3[C:2]([CH3:1])=[CH:7][C:6](=[O:8])[NH:5][N:4]=3)=[CH:14][CH:13]=2)=[N:16][NH:17][C:18](=[O:22])[CH:19]=1 |f:1.2,3.4|. Procedure: A mixture of 1,4-bis(4-methyl-6-oxo-1,4,5,6-tetrahydropyridazin-3-yl)benzene (1.41 g), sodium m-nitrobenzenesulphonate (2.20 g) and sodium hydroxide (1 g) in water (100 ml) was stirred under reflux until a clear solution was obtained. Stirring under reflux was continued for one hour and the reaction mixture was cooled to room temperature and filtered. The filtrate was acidified with acetic acid to give a white precipitate, which could not be collected by filtration as it passed through the sinte... The reactants are C(C)OC(=O)CCCCCCNC1=NC=NC2=C(C(=C(C=C12)OC)OC)OC (4-(6-ethoxycarbonylhexyl)amino-6,7,8-trimethoxy-quinazoline), C(C)OC(=O)CCCCCCCNC1=NC=NC2=C(C(=C(C=C12)OC)OC)OC (4-(7-ethoxycarbonylheptyl)amino-6,7,8-trimethoxy-quinazoline), C(=O)(O)CCCCCNC1=NC=NC2=CC=C(C=C12)Cl (4-(5-carboxypentyl)amino-6-chloroquinazoline), C(C)OC(=O)CCNC1=NC=NC2=C(C(=C(C=C12)OC)OC)OC (4-(2-ethoxycarbonylethyl)amino-6,7,8-trimethoxy-quinazoline), C(C)OC(=O)CCCCNC1=NC=NC2=C(C(=C(C=C12)OC)OC)OC (4-(4-ethoxycarbonylbutyl)amino-6,7,8-trimethoxy-quinazoline), C(=O)(O)CNC1=NC=NC2=C(C(=C(C=C12)OC)OC)OC (4-(carboxymethyl)amino-6,7,8-trimethoxy-quinazoline). Product: C(C)OC(=O)CNC1=NC=NC2=C(C(=C(C=C12)OC)OC)OC (4-(ethoxycarbonylmethyl)amino-6,7,8-trimethoxy-quinazoline). As a reaction SMILES: [CH2:1](OC(CCCCCCNC1C2C(=C(OC)C(OC)=C(OC)C=2)N=CN=1)=O)[CH3:2].C(OC(CCNC1C2C(=C(OC)C(OC)=C(OC)C=2)N=CN=1)=O)C.C(OC(CCCCNC1C2C(=C(OC)C(OC)=C(OC)C=2)N=CN=1)=O)C.C(OC(CCCCCCCNC1C2C(=C(OC)C(OC)=C(OC)C=2)N=CN=1)=O)C.C(CCCCCNC1C2C(=CC=C(Cl)C=2)N=CN=1)(O)=O.[C:128]([CH2:131][NH:132][C:133]1[C:142]2[C:137](=[C:138]([O:147][CH3:148])[C:139]([O:145][CH3:146])=[C:140]([O:143][CH3:144])[CH:141]=2)[N:136]=[CH:135][N:134]=1)([OH:130])=[O:129]>>[CH2:1]([O:129][C:128]([CH2:131][NH:132][C:133]1[C:142]2[C:137](=[C:138]([O:147][CH3:148])[C:139]([O:145][CH3:146])=[C:140]([O:143][CH3:144])[CH:141]=2)[N:136]=[CH:135][N:134]=1)=[O:130])[CH3:2]. Procedure: 4-(6-ethoxycarbonylhexyl)amino-6,7,8-trimethoxy-quinazoline; 4-(2-ethoxycarbonylethyl)amino-6,7,8-trimethoxy-quinazoline; 4-(4-ethoxycarbonylbutyl)amino-6,7,8-trimethoxy-quinazoline; 4-(7-ethoxycarbonylheptyl)amino-6,7,8-trimethoxy-quinazoline; 4-(5-carboxypentyl)amino-6-chloroquinazoline; and 4-(carboxymethyl)amino-6,7,8-trimethoxy-quinazoline. Reactants: COC1=C(C(=O)OC)C=CC=C1C (Methyl 2-Methoxy-3-methylbenzoate), [OH-].[K+] (potassium hydroxide). Run in CO (methanol), O (water). Yields the product COC1=C(C(=O)O)C=CC=C1C (2-Methoxy-3-methylbenzoic Acid). Isolated yield 95.0%. Reaction SMILES: [CH3:1][O:2][C:3]1[C:12]([CH3:13])=[CH:11][CH:10]=[CH:9][C:4]=1[C:5]([O:7]C)=[O:6].[OH-].[K+]>CO.O>[CH3:1][O:2][C:3]1[C:12]([CH3:13])=[CH:11][CH:10]=[CH:9][C:4]=1[C:5]([OH:7])=[O:6] |f:1.2|. Procedure details: To a solution of 2 (1.19 mol) in a mixture of methanol (2 L) and water (0.5 L), potassium hydroxide pellets (100 gram, 1.5 mol) were added under cooling. The mixture was refluxed overnight and evaporated to dryness. The residue was dissolved in water (0.5 L) and acidified with HCl 6N. The product precipitated and 189 g of product was collected as white crystals. Yield 95%. 1H NMR (500 MHz, CDCl3, 25° C.) δ: 2.234 (s, 3H, CH3), 3.717 (s, 3H, OCH3), 7.062 (t, J=7.5, 1H, ArH), 7.365 (d, J=7.5, 1H, ... The reactants are CCOC(=O)C (EtOAc), Cl.C1NCCC2=CC(=CC=C12)C(=O)OC (methyl 1,2,3,4-tetrahydroisoquinoline-6-carboxylate hydrochloride), BrC1=CC=C(CBr)C=C1 (4-bromobenzylbromide), C(=O)([O-])[O-].[K+].[K+] (K2CO3). Yields the product BrC1=CC=C(CN2CC3=CC=C(C=C3CC2)C(=O)OC)C=C1 (methyl 2-(4-bromobenzyl)-1,2,3,4-tetrahydroisoquinoline-6-carboxylate). The yield is 104.5%. Procedure details: To a solution of methyl 1,2,3,4-tetrahydroisoquinoline-6-carboxylate hydrochloride (500.0 mg, 2.00 mmol) in DMF (17.0 mL) was added 4-bromobenzylbromide (604 mg, 2.42 mmol) and K2CO3 (910 mg, 6.59 mmol). The resulting mixture was stirred overnight at rt. EtOAc and water were added, and the phases were separated. The organic phase was dried over Na2SO4, filtered and concentrated. The resulting residue was purified by column chromatography (SiO2, 0-40% EtOAc in hexane) to give methyl 2-(4-bromoben... Reaction SMILES: Cl.[CH2:2]1[C:11]2[C:6](=[CH:7][C:8]([C:12]([O:14][CH3:15])=[O:13])=[CH:9][CH:10]=2)[CH2:5][CH2:4][NH:3]1.[Br:16][C:17]1[CH:24]=[CH:23][C:20]([CH2:21]Br)=[CH:19][CH:18]=1.C([O-])([O-])=O.[K+].[K+].CCOC(C)=O>CN(C=O)C.O>[Br:16][C:17]1[CH:24]=[CH:23][C:20]([CH2:21][N:3]2[CH2:4][CH2:5][C:6]3[C:11](=[CH:10][CH:9]=[C:8]([C:12]([O:14][CH3:15])=[O:13])[CH:7]=3)[CH2:2]2)=[CH:19][CH:18]=1 |f:0.1,3.4.5|. Run in O (water), CN(C)C=O (DMF). Conditions: time 8 hour. Reactants: ClCCCC(=O)NC=1SC(=NN1)C1=CC=CC=C1 (4-chloro-N-(5-phenyl-1,3,4-thiadiazol-2-yl)butanamide), N1CCCCC1 (piperidine), O (water). Run in C1(=CC=CC=C1)C (toluene). The product is C1(=CC=CC=C1)C1=NN2C(=NC(CCC2)=O)S1 (2-Phenyl-6,7-dihydro-[1,3,4]thiadiazolo[3,2-α][1,3]diazepin-8(5H)-one). RXN SMILES: Cl[CH2:2][CH2:3][CH2:4][C:5]([NH:7][C:8]1[S:9][C:10]([C:13]2[CH:18]=[CH:17][CH:16]=[CH:15][CH:14]=2)=[N:11][N:12]=1)=[O:6].N1CCCCC1.O>C1(C)C=CC=CC=1>[C:13]1([C:10]2[S:9][C:8]3=[N:7][C:5](=[O:6])[CH2:4][CH2:3][CH2:2][N:12]3[N:11]=2)[CH:18]=[CH:17][CH:16]=[CH:15][CH:14]=1. Procedure details: A mixture of 4-chloro-N-(5-phenyl-1,3,4-thiadiazol-2-yl)butanamide (1.1 g, 0.004 mol) and piperidine (0.7 g, 0.8 ml, 0.008 mol) in toluene (50 ml) was heated under reflux for 3 h. The reaction mixture was cooled, poured into water and stirred. Toluene was separated dried and evaporated to give a crude product which was purified by repeated silica gel and neutral alumina column chromatography eluting with EtOAc/hexane (50:50 v/v) and CHCl3/hexane (80:20 v/v); mp 189-92° C., m/e 245, 90% (consiste...